From a dataset of the Open Reaction Database (ORD), a public repository of structured organic reaction records. describe an organic reaction: reactants, conditions, products, and yield The reactants are OCC1CC2=C(CC1)C1=C(N=CN=C1NC1=CC3=C(NC(S3)=O)C=C1)S2 ((RS)-6-{[7-(Hydroxymethyl)-5,6,7,8-tetrahydro[1]benzothieno[2,3-d]pyrimidin-4-yl]amino}-1,3-benzothiazol-2(3H)-one), O1CCCC1 (tetrahydrofuran), P(OC1=CC=CC=C1)(OC1=CC=CC=C1)(=O)N=[N+]=[N-] (diphenyl phosphorazidate), N=1CCCN2C1CCCCC2 (2,3,4,6,7,8,9,10-octahydropyrimido[1,2-a]azepine). The solvent is O (Water). Product: N(=[N+]=[N-])CC1CC2=C(CC1)C1=C(N=CN=C1NC1=CC3=C(NC(S3)=O)C=C1)S2 ((RS)-6-{[7-(Azidomethyl)-5,6,7,8-tetrahydro[1]benzothieno[2,3-d]pyrimidin-4-yl]amino}-1,3-benzothiazol-2(3H)-one). Yield: 62.0%. RXN SMILES: O[CH2:2][CH:3]1[CH2:8][CH2:7][C:6]2[C:9]3[C:14]([NH:15][C:16]4[CH:25]=[CH:24][C:19]5[NH:20][C:21](=[O:23])[S:22][C:18]=5[CH:17]=4)=[N:13][CH:12]=[N:11][C:10]=3[S:26][C:5]=2[CH2:4]1.O1CCCC1.P([N:48]=[N+:49]=[N-:50])(=O)(OC1C=CC=CC=1)OC1C=CC=CC=1.N1CCCN2CCCCCC=12>O>[N:48]([CH2:2][CH:3]1[CH2:8][CH2:7][C:6]2[C:9]3[C:14]([NH:15][C:16]4[CH:25]=[CH:24][C:19]5[NH:20][C:21](=[O:23])[S:22][C:18]=5[CH:17]=4)=[N:13][CH:12]=[N:11][C:10]=3[S:26][C:5]=2[CH2:4]1)=[N+:49]=[N-:50]. Reported procedure: A mixture comprising 3.05 g (7.93 mmol) (RS)-6-{[7-(hydroxymethyl)-5,6,7,8-tetrahydro[1]benzothieno[2,3-d]pyrimidin-4-yl]amino}-1,3-benzothiazol-2(3H)-one (prepared according to example 18), 140 mL tetrahydrofuran, 2.91 mL diphenyl phosphorazidate and 1.66 mL 2,3,4,6,7,8,9,10-octahydropyrimido[1,2-a]azepine was heated in a pressure tube at 100° C. overnight. Water was added, the mixture extracted with ethylacetate, the combined organic layers were washed with brine and dried over sodium sulphate... Starting materials: ClC1=CC(=C(C=C1)C(CC(=O)C=1C=CC(N(C1)C)=O)C1=CC=C(C=C1)O)C (5-[3-(4-Chloro-2-methyl-phenyl)-3-(4-hydroxy-phenyl)-propionyl]-1-methyl-1H-pyridin-2-one), COC(=O)C=1C=C(C=CC1)B(O)O (3-methoxycarbonylphenylboronic acid), N1=CC=CC=C1 (pyridine). Reagents/catalysts: C(C)(=O)[O-].[Cu+2].C(C)(=O)[O-] (copper(II) acetate). The solvent is ClCCl (dichloromethane). The product is COC(C1=CC(=CC=C1)OC1=CC=C(C=C1)C(CC(=O)C1=CN(C(C=C1)=O)C)C1=C(C=C(C=C1)Cl)C)=O (3-{4-[1-(4-Chloro-2-methyl-phenyl)-3-(1-methyl-6-oxo-1,6-dihydro-pyridin-3-yl)-3-oxo-propyl]-phenoxy}-benzoic acid methyl ester). RXN SMILES: [Cl:1][C:2]1[CH:7]=[CH:6][C:5]([CH:8]([C:20]2[CH:25]=[CH:24][C:23]([OH:26])=[CH:22][CH:21]=2)[CH2:9][C:10]([C:12]2[CH:13]=[CH:14][C:15](=[O:19])[N:16]([CH3:18])[CH:17]=2)=[O:11])=[C:4]([CH3:27])[CH:3]=1.[CH3:28][O:29][C:30]([C:32]1[CH:33]=[C:34](B(O)O)[CH:35]=[CH:36][CH:37]=1)=[O:31].N1C=CC=CC=1>ClCCl.C([O-])(=O)C.[Cu+2].C([O-])(=O)C>[CH3:28][O:29][C:30](=[O:31])[C:32]1[CH:33]=[CH:34][CH:35]=[C:36]([O:26][C:23]2[CH:22]=[CH:21][C:20]([CH:8]([C:5]3[CH:6]=[CH:7][C:2]([Cl:1])=[CH:3][C:4]=3[CH3:27])[CH2:9][C:10]([C:12]3[CH:13]=[CH:14][C:15](=[O:19])[N:16]([CH3:18])[CH:17]=3)=[O:11])=[CH:25][CH:24]=2)[CH:37]=1 |f:4.5.6|. Procedure details: In analogy to example 222, step 1, 5-[3-(4-chloro-2-methyl-phenyl)-3-(4-hydroxy-phenyl)-propionyl]-1-methyl-1H-pyridin-2-one (example 346, step 1) was reacted with 3-methoxycarbonylphenylboronic acid in dichloromethane in the presence of copper(II) acetate, pyridine and air to give the title compound as a colourless solid, MS (ESI+): m/z=516.4 [M+H]+. The product is CC1(C)N(O)N(O)C1(C)C. Reaction SMILES: [OH2:11].[OH:1][NH:2][C:3]([CH3:4])([C:5]([CH3:6])([NH:7][OH:8])[CH3:9])[CH3:10]>>[OH:1][N:2]1[C:3]([CH3:4])([CH3:10])[C:5]([CH3:6])([CH3:9])[N:7]1[OH:8]. The reactants are O, CC(C)(NO)C(C)(C)NO.